Dataset: the Open Reaction Database (ORD), a public repository of structured organic reaction records. Task: describe an organic reaction: reactants, conditions, products, and yield The reactants are CCS(=O)(=O)N1CCC(c2c[nH]c3c(C(N)=O)cc(Br)cc23)CC1, O=C([O-])[O-], CCNCc1ccc(B(O)O)s1, [K+], [K+], C1COCCO1, O, c1ccc(P(c2ccccc2)(c2ccccc2)[Pd](P(c2ccccc2)(c2ccccc2)c2ccccc2)(P(c2ccccc2)(c2ccccc2)c2ccccc2)P(c2ccccc2)(c2ccccc2)c2ccccc2)cc1. Yields the product CCNCc1ccc(-c2cc(C(N)=O)c3[nH]cc(C4CCN(S(=O)(=O)CC)CC4)c3c2)s1. As a reaction SMILES: [Br:13][c:14]1[cH:15][c:16]2[c:17]([CH:26]3[CH2:27][CH2:28][N:29]([S:32](=[O:33])(=[O:34])[CH2:35][CH3:36])[CH2:30][CH2:31]3)[cH:18][nH:19][c:20]2[c:21]([C:23](=[O:24])[NH2:25])[cH:22]1.[C:37](=[O:38])([O-:39])[O-:40].[CH2:1]([CH3:2])[NH:3][CH2:4][c:5]1[cH:6][cH:7][c:8]([B:10]([OH:11])[OH:12])[s:9]1.[K+:41].[K+:42].[O:43]1[CH2:44][CH2:45][O:46][CH2:47][CH2:48]1.[OH2:126].[cH:49]1[cH:50][cH:51][c:52]([P:53]([Pd:54]([P:55]([c:56]2[cH:57][cH:58][cH:59][cH:60][cH:61]2)([c:62]2[cH:63][cH:64][cH:65][cH:66][cH:67]2)[c:68]2[cH:69][cH:70][cH:71][cH:72][cH:73]2)([P:74]([c:75]2[cH:76][cH:77][cH:78][cH:79][cH:80]2)([c:81]2[cH:82][cH:83][cH:84][cH:85][cH:86]2)[c:87]2[cH:88][cH:89][cH:90][cH:91][cH:92]2)[P:93]([c:94]2[cH:95][cH:96][cH:97][cH:98][cH:99]2)([c:100]2[cH:101][cH:102][cH:103][cH:104][cH:105]2)[c:106]2[cH:107][cH:108][cH:109][cH:110][cH:111]2)([c:112]2[cH:113][cH:114][cH:115][cH:116][cH:117]2)[c:118]2[cH:119][cH:120][cH:121][cH:122][cH:123]2)[cH:124][cH:125]1>>[CH2:1]([CH3:2])[NH:3][CH2:4][c:5]1[cH:6][cH:7][c:8](-[c:14]2[cH:15][c:16]3[c:17]([CH:26]4[CH2:27][CH2:28][N:29]([S:32](=[O:33])(=[O:34])[CH2:35][CH3:36])[CH2:30][CH2:31]4)[cH:18][nH:19][c:20]3[c:21]([C:23](=[O:24])[NH2:25])[cH:22]2)[s:9]1. Reactants: [Br-], CN(C)C=C(C(=O)C(C)(C)C)n1cncn1, [Mg+]C1CCCCC1, Cl, O. Yields the product CC(C)(C)C(=O)C(=CC1CCCCC1)n1cncn1. RXN SMILES: [Br-:17].[CH3:1][C:2]([C:3]([C:4](=[CH:5][N:6]([CH3:7])[CH3:8])[n:9]1[n:10][cH:11][n:12][cH:13]1)=[O:14])([CH3:15])[CH3:16].[CH:18]1([Mg+:24])[CH2:19][CH2:20][CH2:21][CH2:22][CH2:23]1.[ClH:25].[OH2:26]>>[CH3:1][C:2]([C:3]([C:4](=[CH:5][CH:18]1[CH2:19][CH2:20][CH2:21][CH2:22][CH2:23]1)[n:9]1[n:10][cH:11][n:12][cH:13]1)=[O:14])([CH3:15])[CH3:16]. The reactants are C(O)([O-])=O.[Na+] (sodium hydrogen carbonate), ClC1=NC2=CC=C(C=C2C=C1)OC1OCCCC1 (2-Chloro-6-(tetrahydropyran-2-yloxy)quinoline), C(C)(C)(C)OC(=O)N1CCNCC1 (piperazine-1-carboxylic acid tert-butyl ester). Reaction conditions: time 2 hour. The product is C(C)(C)(C)OC(=O)N1CCN(CC1)C1=NC2=CC=C(C=C2C=C1)O (4-(6-hydroxyquinolin-2-yl)piperazine-1-carboxylic acid tert-butyl ester), compound. RXN SMILES: Cl[C:2]1[CH:11]=[CH:10][C:9]2[C:4](=[CH:5][CH:6]=[C:7]([O:12]C3CCCCO3)[CH:8]=2)[N:3]=1.[C:19]([O:23][C:24]([N:26]1[CH2:31][CH2:30][NH:29][CH2:28][CH2:27]1)=[O:25])([CH3:22])([CH3:21])[CH3:20].C(=O)([O-])O.[Na+]>>[C:19]([O:23][C:24]([N:26]1[CH2:31][CH2:30][N:29]([C:2]2[CH:11]=[CH:10][C:9]3[C:4](=[CH:5][CH:6]=[C:7]([OH:12])[CH:8]=3)[N:3]=2)[CH2:28][CH2:27]1)=[O:25])([CH3:22])([CH3:20])[CH3:21] |f:2.3|. Procedure: 2-Chloro-6-(tetrahydropyran-2-yloxy)quinoline (1.00 g) and piperazine-1-carboxylic acid tert-butyl ester (0.76 g) were heated to 140° C. in the absence of solvent under an argon atmosphere and stirred for 2 hours. After cooling the reaction mixture to room temperature, a sodium hydrogen carbonate aqueous solution was added thereto, followed by extraction with dichloromethane. The organic layer was washed with a saturated sodium chloride aqueous solution and dried over magnesium sulfate. The resu... Starting materials: CCCCP(CCCC)CCCC, Cc1ccccc1, OCc1ccnc2sc(-c3ccc(C(F)(F)F)cc3)nc12, O=C(N=NC(=O)N1CCCCC1)N1CCCCC1, CN(C)C=O, O, CCOC(=O)COc1ccc(S)cc1C. Product: CCOC(=O)COc1ccc(SCc2ccnc3sc(-c4ccc(C(F)(F)F)cc4)nc23)cc1C. As a reaction SMILES: [CH2:1]([P:2]([CH2:3][CH2:4][CH2:5][CH3:6])[CH2:7][CH2:8][CH2:9][CH3:10])[CH2:11][CH2:12][CH3:13].[CH3:68][c:69]1[cH:70][cH:71][cH:72][cH:73][cH:74]1.[F:32][C:33]([c:34]1[cH:35][cH:36][c:37](-[c:40]2[s:41][c:42]3[n:43][cH:44][cH:45][c:46]([CH2:49][OH:50])[c:47]3[n:48]2)[cH:38][cH:39]1)([F:51])[F:52].[N:14]([C:15]([N:16]1[CH2:17][CH2:18][CH2:19][CH2:20][CH2:21]1)=[O:22])=[N:23][C:24]([N:25]1[CH2:26][CH2:27][CH2:28][CH2:29][CH2:30]1)=[O:31].[O:75]=[CH:76][N:77]([CH3:78])[CH3:79].[OH2:80].[SH:53][c:54]1[cH:55][c:56]([CH3:67])[c:57]([O:58][CH2:59][C:60](=[O:61])[O:62][CH2:63][CH3:64])[cH:65][cH:66]1>>[F:32][C:33]([c:34]1[cH:35][cH:36][c:37](-[c:40]2[s:41][c:42]3[n:43][cH:44][cH:45][c:46]([CH2:49][S:53][c:54]4[cH:55][c:56]([CH3:67])[c:57]([O:58][CH2:59][C:60](=[O:61])[O:62][CH2:63][CH3:64])[cH:65][cH:66]4)[c:47]3[n:48]2)[cH:38][cH:39]1)([F:51])[F:52]. Starting materials: O=C(Cl)C(=O)Cl, ClCCl, COc1c(F)ccc(C(O)=S)c1C. The product is COc1c(F)ccc(C(=S)Cl)c1C. Reaction SMILES: [Cl:1][C:2]([C:3]([Cl:4])=[O:5])=[O:6].[Cl:20][CH2:21][Cl:22].[F:7][c:8]1[c:9]([O:18][CH3:19])[c:10]([CH3:17])[c:11]([C:12](=[S:13])[OH:14])[cH:15][cH:16]1>>[Cl:1][C:12]([c:11]1[c:10]([CH3:17])[c:9]([O:18][CH3:19])[c:8]([F:7])[cH:16][cH:15]1)=[S:13]. Starting materials: CC(C)(C)OC(=O)NC1CCN(c2cncc(C#N)c2)CC1, Cl, C1COCCO1. Product: N#Cc1cncc(N2CCC(N)CC2)c1. RXN SMILES: [C:1]([O:2][C:3](=[O:4])[NH:7][CH:8]1[CH2:9][CH2:10][N:11]([c:14]2[cH:15][n:16][cH:17][c:18]([C:20]#[N:21])[cH:19]2)[CH2:12][CH2:13]1)([CH3:5])([CH3:6])[CH3:22].[ClH:23].[O:24]1[CH2:25][CH2:26][O:27][CH2:28][CH2:29]1>>[NH2:7][CH:8]1[CH2:9][CH2:10][N:11]([c:14]2[cH:15][n:16][cH:17][c:18]([C:20]#[N:21])[cH:19]2)[CH2:12][CH2:13]1. Reactants: ClC1=C(C=C(C=C1)Cl)S(=O)(=O)NCC=1C=C(C=CC1)C=1C=C2C(=CNC2=C(C1)C(=O)N)C1CCN(CC1)S(=O)(=O)CC (5-[3-({[(2,5-dichlorophenyl)sulfonyl]amino}methyl)phenyl]-3-[1-(ethylsulfonyl)-4-piperidinyl]-1H-indole-7-carboxamide), ClC1=C(C=C(C=C1)Cl)S(=O)(=O)Cl (2,5-dichlorobenzenesulfonyl chloride). The product is ClC1=C(C(=CC=C1)C)S(=O)(=O)NCC=1C=C(C=CC1)C=1C=C2C(=CNC2=C(C1)C(=O)N)C1CCN(CC1)S(=O)(=O)CC (5-[3-({[(2-chloro-6-methylphenyl)sulfonyl]amino}methyl)phenyl]-3-[1-(ethylsulfonyl)-4-piperidinyl]-1H-indole-7-carboxamide). The yield is 30.0%. RXN SMILES: [Cl:1][C:2]1[CH:7]=[CH:6][C:5](Cl)=[CH:4][C:3]=1[S:9]([NH:12][CH2:13][C:14]1[CH:15]=[C:16]([C:20]2[CH:21]=[C:22]3[C:26](=[C:27]([C:29]([NH2:31])=[O:30])[CH:28]=2)[NH:25][CH:24]=[C:23]3[CH:32]2[CH2:37][CH2:36][N:35]([S:38]([CH2:41][CH3:42])(=[O:40])=[O:39])[CH2:34][CH2:33]2)[CH:17]=[CH:18][CH:19]=1)(=[O:11])=[O:10].Cl[C:44]1C=CC(Cl)=CC=1S(Cl)(=O)=O>>[Cl:1][C:2]1[CH:7]=[CH:6][CH:5]=[C:4]([CH3:44])[C:3]=1[S:9]([NH:12][CH2:13][C:14]1[CH:15]=[C:16]([C:20]2[CH:21]=[C:22]3[C:26](=[C:27]([C:29]([NH2:31])=[O:30])[CH:28]=2)[NH:25][CH:24]=[C:23]3[CH:32]2[CH2:37][CH2:36][N:35]([S:38]([CH2:41][CH3:42])(=[O:39])=[O:40])[CH2:34][CH2:33]2)[CH:17]=[CH:18][CH:19]=1)(=[O:11])=[O:10]. Procedure details: The title compound was prepared according to the general procedure of 5-[3-({[(2,5-dichlorophenyl)sulfonyl]amino}methyl)phenyl]-3-[1-(ethylsulfonyl)-4-piperidinyl]-1H-indole-7-carboxamide substituting 2-chloro-6-methylbenzenesulfonyl chloride (86 mg, 0.352 mmol) for 2,5-dichlorobenzenesulfonyl chloride. Reaction mixture was then concentrated and purified by Gilson Preparatory HPLC to give 17.9 mg the title compound (30%).